This data is from the Open Reaction Database (ORD), a public repository of structured organic reaction records. The task is: describe an organic reaction: reactants, conditions, products, and yield Reactants: N (ammonia), ClC=1C=CC2=C(C(=NCC(N2)=S)C2=C(C=CC=C2)F)C1 (7-chloro-5-(2-fluorophenyl)-3H-1,4-benzodiazepine-2(1H)-thione). Run in O1CCCC1 (tetrahydrofuran). Product: ClC=1C=CC2=C(C(=NCC(=N2)N)C2=C(C=CC=C2)F)C1 (7-chloro-5-(2-fluorophenyl)-3H-1,4-benzodiazepin-2-ylamine). Yield: 87.0%. Reaction SMILES: [NH3:1].[Cl:2][C:3]1[CH:4]=[CH:5][C:6]2[NH:12][C:11](=S)[CH2:10][N:9]=[C:8]([C:14]3[CH:19]=[CH:18][CH:17]=[CH:16][C:15]=3[F:20])[C:7]=2[CH:21]=1>O1CCCC1>[Cl:2][C:3]1[CH:4]=[CH:5][C:6]2[N:12]=[C:11]([NH2:1])[CH2:10][N:9]=[C:8]([C:14]3[CH:19]=[CH:18][CH:17]=[CH:16][C:15]=3[F:20])[C:7]=2[CH:21]=1. Procedure: 800 ml of aqueous ammonia solution (25%) were added to a solution of 27.6 g of 7-chloro-5-(2-fluorophenyl)-3H-1,4-benzodiazepine-2(1H)-thione (J. B. Hester jr., A. D. Rudzik and B. V. Bharat, J.Med. Chem., 1971, 14, 1078-1081) in 900 ml of tetrahydrofuran and the mixture was stirred intensively at room temperature for 72 h. The separated organic phase was concentrated in a vacuum to about 50 ml and the crystals which thereby separated were filtered off. Drying was carried out in a vacuum at 50° ... Product: Cl.N1(CCCCC1)CCOC1=CC=C(C(=O)O)C=C1 (4-(2-piperidinoethoxy)benzoic acid hydrochloride). Solvent: O (water). Procedure details: To a 250 mL 3 neck flask with mechanical stirring and condenser, and a heating apparatus consisting of an RTD probe in the flask hooked via a temperature controller to a heating mantle and under nitrogen atmosphere, the following was added: 7.61 g of methyl 4-hydroxybenzoate, 11.05 g of β-chloroethyl-piperidine hydrochloride, 16.59 g of powdered potassium carbonate and 60 mL of ethyl acetate. The mixture was heated slowly to reflux. After overnight reflux, the mixture was cooled to ambient tempe... RXN SMILES: [OH:1][C:2]1[CH:11]=[CH:10][C:5]([C:6]([O:8]C)=[O:7])=[CH:4][CH:3]=1.Cl.[Cl:13][CH2:14][CH2:15][N:16]1[CH2:21][CH2:20][CH2:19][CH2:18][CH2:17]1.C(=O)([O-])[O-].[K+].[K+].C(OCC)(=O)C>O>[ClH:13].[N:16]1([CH2:15][CH2:14][O:1][C:2]2[CH:11]=[CH:10][C:5]([C:6]([OH:8])=[O:7])=[CH:4][CH:3]=2)[CH2:21][CH2:20][CH2:19][CH2:18][CH2:17]1 |f:1.2,3.4.5,8.9|. Conditions: time 4 hour. The reactants are 3, C([O-])([O-])=O.[K+].[K+] (potassium carbonate), C(C)(=O)OCC (ethyl acetate), OC1=CC=C(C(=O)OC)C=C1 (methyl 4-hydroxybenzoate), Cl.ClCCN1CCCCC1 (β-chloroethyl-piperidine hydrochloride).